This data is from the Open Reaction Database (ORD), a public repository of structured organic reaction records. The task is: describe an organic reaction: reactants, conditions, products, and yield Starting materials: C(C1=CC=CC=C1)OC1=C(N(C(=C1OCC1=CC=CC=C1)C1=NC=CC=C1)C1=CC=C(C=C1)OC)C(=O)OCC (ethyl 3,4-bis(benzyloxy)-1-(4-methoxyphenyl)-5-(pyridin-2-yl)-1H-pyrrole-2-carboxylate). The reagents and catalysts are [Pd] (Pd/C). Solvent: CO.C1CCOC1 (MeOH THF). Product: OC1=C(N(C(=C1O)C1=NC=CC=C1)C1=CC=C(C=C1)OC)C(=O)OCC (ethyl 3,4-dihydroxy-1-(4-methoxyphenyl)-5-(pyridin-2-yl)-1H-pyrrole-2-carboxylate). Yield: 88.9%. As a reaction SMILES: C([O:8][C:9]1[C:13]([O:14]CC2C=CC=CC=2)=[C:12]([C:22]2[CH:27]=[CH:26][CH:25]=[CH:24][N:23]=2)[N:11]([C:28]2[CH:33]=[CH:32][C:31]([O:34][CH3:35])=[CH:30][CH:29]=2)[C:10]=1[C:36]([O:38][CH2:39][CH3:40])=[O:37])C1C=CC=CC=1>CO.C1COCC1.[Pd]>[OH:8][C:9]1[C:13]([OH:14])=[C:12]([C:22]2[CH:27]=[CH:26][CH:25]=[CH:24][N:23]=2)[N:11]([C:28]2[CH:33]=[CH:32][C:31]([O:34][CH3:35])=[CH:30][CH:29]=2)[C:10]=1[C:36]([O:38][CH2:39][CH3:40])=[O:37] |f:1.2|. Reported procedure: A solution of ethyl 3,4-bis(benzyloxy)-1-(4-methoxyphenyl)-5-(pyridin-2-yl)-1H-pyrrole-2-carboxylate (UL1-082) (146 mg, 0.273 mmol) in MeOH/THF (9:1; 20 mL) was passed through a Thales ‘H-cube’ cartridge (10% Pd/C) at a flow rate of 1 mL/min at 30° C. under H2 (full H2 mode). The output was concentrated in vacuo and the resulting oil was purified by silica gel chromatography (12 g, 0-2% MeOH in DCM) to afford ethyl 3,4-dihydroxy-1-(4-methoxyphenyl)-5-(pyridin-2-yl)-1H-pyrrole-2-carboxylate (UL1-... The reactants are BrN1C(CCC1=O)=O (N-bromosuccinimide), NC=1C2=C(N=CN1)N(C=C2C=2C=NC1=CC=CC=C1C2)CC[C@H](C=C)NC(OC(C)(C)C)=O ((R)-tert-butyl (5-(4-amino-5-(quinolin-3-yl)-7H-pyrrolo[2,3-d]pyrimidin-7-yl)pent-1-en-3-yl)carbamate), C([O-])(O)=O.[Na+] (sodium bicarbonate), S(=S)(=O)([O-])[O-].[Na+].[Na+] (sodium thiosulfate). Solvent: C1CCOC1 (THF), C1CCOC1 (THF). Yields the product NC=1C2=C(N=CN1)N(C(=C2C=2C=NC1=CC=CC=C1C2)Br)CC[C@H](C=C)NC(OC(C)(C)C)=O ((R)-tert-butyl (5-(4-amino-6-bromo-5-(quinolin-3-yl)-7H-pyrrolo[2,3-d]pyrimidin-7-yl)pent-1-en-3-yl)carbamate). Isolated yield 83.3%. As a reaction SMILES: [Br:1]N1C(=O)CCC1=O.[NH2:9][C:10]1[C:11]2[C:18]([C:19]3[CH:20]=[N:21][C:22]4[C:27]([CH:28]=3)=[CH:26][CH:25]=[CH:24][CH:23]=4)=[CH:17][N:16]([CH2:29][CH2:30][C@@H:31]([NH:34][C:35](=[O:41])[O:36][C:37]([CH3:40])([CH3:39])[CH3:38])[CH:32]=[CH2:33])[C:12]=2[N:13]=[CH:14][N:15]=1.S([O-])([O-])(=O)=S.[Na+].[Na+].C(=O)(O)[O-].[Na+]>C1COCC1>[NH2:9][C:10]1[C:11]2[C:18]([C:19]3[CH:20]=[N:21][C:22]4[C:27]([CH:28]=3)=[CH:26][CH:25]=[CH:24][CH:23]=4)=[C:17]([Br:1])[N:16]([CH2:29][CH2:30][C@@H:31]([NH:34][C:35](=[O:41])[O:36][C:37]([CH3:40])([CH3:39])[CH3:38])[CH:32]=[CH2:33])[C:12]=2[N:13]=[CH:14][N:15]=1 |f:2.3.4,5.6|. Procedure: A solution of N-bromosuccinimide (1.35 g) in THF (23 ml) was added to a solution of (R)-tert-butyl (5-(4-amino-5-(quinolin-3-yl)-7H-pyrrolo[2,3-d]pyrimidin-7-yl)pent-1-en-3-yl)carbamate (3.21 g) obtained in Step 6 in THF (26 ml) under ice-cooling over 30 minutes. The mixture was stirred under ice-cooling for 30 minutes. After adding a 5% aqueous sodium thiosulfate solution, the mixture was poured into a saturated aqueous sodium bicarbonate solution, followed by extraction with ethyl acetate. The... Reactants: Cc1ccc(C(=O)n2c(-c3cccnc3)cc3cc(C#N)ccc32)cc1C(=O)OC(C)(C)C, O=C(O)C(F)(F)F. Product: Cc1ccc(C(=O)n2c(-c3cccnc3)cc3cc(C#N)ccc32)cc1C(=O)O. Reaction SMILES: [C:1]([CH3:2])([CH3:3])([CH3:4])[O:5][C:6]([c:7]1[c:8]([CH3:32])[cH:9][cH:10][c:11]([C:13](=[O:14])[n:15]2[c:16](-[c:26]3[cH:27][n:28][cH:29][cH:30][cH:31]3)[cH:17][c:18]3[cH:19][c:20]([C:24]#[N:25])[cH:21][cH:22][c:23]23)[cH:12]1)=[O:33].[OH:34][C:35]([C:36]([F:37])([F:38])[F:39])=[O:40]>>[O:5]=[C:6]([c:7]1[c:8]([CH3:32])[cH:9][cH:10][c:11]([C:13](=[O:14])[n:15]2[c:16](-[c:26]3[cH:27][n:28][cH:29][cH:30][cH:31]3)[cH:17][c:18]3[cH:19][c:20]([C:24]#[N:25])[cH:21][cH:22][c:23]23)[cH:12]1)[OH:33]. Starting materials: [BH4-], CO, CC(C)[O-], CC(C)[O-], CC(C)[O-], CC(C)[O-], ClCCl, NC1CCN(C(=O)CN2CCCC(c3ccccc3)(c3ccccc3)C2=O)CC1, [Na+], O=C(c1ccccc1)c1ccccc1, [Ti+4]. The product is O=C(CN1CCCC(c2ccccc2)(c2ccccc2)C1=O)N1CCC(NC(c2ccccc2)c2ccccc2)CC1. RXN SMILES: [BH4-:44].[CH3:49][OH:50].[CH3:51][CH:52]([CH3:53])[O-:54].[CH3:56][CH:57]([CH3:58])[O-:59].[CH3:60][CH:61]([CH3:62])[O-:63].[CH3:64][CH:65]([CH3:66])[O-:67].[Cl:46][CH2:47][Cl:48].[NH2:1][CH:2]1[CH2:3][CH2:4][N:5]([C:8]([CH2:9][N:10]2[C:11](=[O:28])[C:12]([c:16]3[cH:17][cH:18][cH:19][cH:20][cH:21]3)([c:22]3[cH:23][cH:24][cH:25][cH:26][cH:27]3)[CH2:13][CH2:14][CH2:15]2)=[O:29])[CH2:6][CH2:7]1.[Na+:45].[O:30]=[C:31]([c:32]1[cH:33][cH:34][cH:35][cH:36][cH:37]1)[c:38]1[cH:39][cH:40][cH:41][cH:42][cH:43]1.[Ti+4:55]>>[NH:1]([CH:2]1[CH2:3][CH2:4][N:5]([C:8]([CH2:9][N:10]2[C:11](=[O:28])[C:12]([c:16]3[cH:17][cH:18][cH:19][cH:20][cH:21]3)([c:22]3[cH:23][cH:24][cH:25][cH:26][cH:27]3)[CH2:13][CH2:14][CH2:15]2)=[O:29])[CH2:6][CH2:7]1)[CH:31]([c:32]1[cH:33][cH:34][cH:35][cH:36][cH:37]1)[c:38]1[cH:39][cH:40][cH:41][cH:42][cH:43]1. Product: CC(C)(C)OC(=O)N1CCC(CCOCc2ccc(Cl)cc2)CC1. Starting materials: CC(C)(C)OC(=O)N1CCC(CCO)CC1, C1CCOC1, CCCC[N+](CCCC)(CCCC)CCCC, [Cl-], ClCc1ccc(Cl)cc1, [H-], [I-], [NH4+], [Na+]. As a reaction SMILES: [C:1]([CH3:2])([CH3:3])([CH3:4])[O:5][C:6](=[O:7])[N:8]1[CH2:9][CH2:10][CH:11]([CH2:14][CH2:15][OH:16])[CH2:12][CH2:13]1.[CH2:30]1[O:31][CH2:32][CH2:33][CH2:34]1.[CH2:36]([N+:37]([CH2:38][CH2:39][CH2:40][CH3:41])([CH2:42][CH2:43][CH2:44][CH3:45])[CH2:46][CH2:47][CH2:48][CH3:49])[CH2:50][CH2:51][CH3:52].[Cl-:28].[Cl:19][c:20]1[cH:21][cH:22][c:23]([CH2:24][Cl:25])[cH:26][cH:27]1.[H-:18].[I-:35].[NH4+:29].[Na+:17]>>[C:1]([CH3:2])([CH3:3])([CH3:4])[O:5][C:6](=[O:7])[N:8]1[CH2:9][CH2:10][CH:11]([CH2:14][CH2:15][O:16][CH2:24][c:23]2[cH:22][cH:21][c:20]([Cl:19])[cH:27][cH:26]2)[CH2:12][CH2:13]1. The reactants are [Cl-].C(C)OC1=C(C(=C(C[P+](C2=CC=CC=C2)(C2=CC=CC=C2)C2=CC=CC=C2)C(=C1)C)C)C (4-ethoxy-2,3,6-trimethyl-benzyl-triphenylphosphonium chloride), CC1=C(C=C(C=C1C)C)O (2,3,5-trimethylphenol). Yields the product C(C)OC1=C(C(=CC(=C1)C)C)C (2,3,5-trimethyl-phenyl ethyl ether). RXN SMILES: [Cl-].[CH2:2]([O:4][C:5]1[CH:30]=[C:29]([CH3:31])[C:8](C[P+](C2C=CC=CC=2)(C2C=CC=CC=2)C2C=CC=CC=2)=[C:7]([CH3:32])[C:6]=1[CH3:33])[CH3:3].CC1C(C)=CC(C)=CC=1O>>[CH2:2]([O:4][C:5]1[CH:30]=[C:29]([CH3:31])[CH:8]=[C:7]([CH3:32])[C:6]=1[CH3:33])[CH3:3] |f:0.1|. Procedure: The 4-ethoxy-2,3,6-trimethyl-benzyl-triphenylphosphonium chloride employed as the starting material is prepared by the procedure described in Example 18 by alkylation of 2,3,5-trimethylphenol to give 2,3,5-trimethyl-phenyl ethyl ether (melting point 93°-95° C.), by haloformylation of the ether obtained to give 4-ethoxy-2,3,6-trimethyl-benzyl chloride (melting point 63°-64° C.) and by reaction of the latter compound with triphenylphosphine. The reactants are COC=1C=C(C(=CC1OC)N)N (4,5-Dimethoxy-benzene-1,2-diamine), C([O-])(O)=O.[Na+] (sodium bicarbonate), FC(C(C(=O)O)O)(F)F (3,3,3-trifluoro-2-hydroxy-propionic acid), Cl (HCl). Solvent: O (water), O (water), C(C)(=O)OCC (ethyl acetate). Conditions: temperature 108 celsius. Yields the product COC1=CC2=C(NC(=N2)C(C(F)(F)F)O)C=C1OC (1-(5,6-Dimethoxy-1H-benzoimidazol-2-yl-)2,2,2-trifluoro-ethanol). As a reaction SMILES: [CH3:1][O:2][C:3]1[CH:4]=[C:5]([NH2:12])[C:6]([NH2:11])=[CH:7][C:8]=1[O:9][CH3:10].[F:13][C:14]([F:21])([F:20])[CH:15]([OH:19])[C:16](O)=O.Cl.C(=O)(O)[O-].[Na+]>O.C(OCC)(=O)C>[CH3:10][O:9][C:8]1[C:3]([O:2][CH3:1])=[CH:4][C:5]2[NH:12][C:16]([CH:15]([OH:19])[C:14]([F:21])([F:20])[F:13])=[N:11][C:6]=2[CH:7]=1 |f:3.4|. Reported procedure: 4,5-Dimethoxy-benzene-1,2-diamine (2.02 g; 12.0 mmoles) and 3,3,3-trifluoro-2-hydroxy-propionic acid (2.67 g; 18.5 mmoles) were suspended in 6N HCl (5 mL; 30 mmoles) and water (4 mL) under a nitrogen atmosphere. The reaction was stirred vigorously and heated to 108° C. for 18 hrs, then cooled to room temperature. The reaction was diluted with water (40 mL) and with ethyl acetate (40 mL), then sodium bicarbonate (3.84 g; 46.0 mmoles) was added slowly and in portions to quench the reaction. The aq... Starting materials: COC=1C=CC2=C(SC(=C2C(=O)C2=CC(=C(C=C2)F)Br)C2=CC=C(C=C2)OCCN2CCCC2)C1 (3-Bromo-4-fluorophenyl 6-methoxy-2-[4-[2-(1-pyrrolidinyl)ethoxy]phenyl]benzo[b]thiophen-3-yl ketone), [H-].[Na+] (Sodium hydride), O (water), suspension, OCCN1CCCC1 (1-(2-Hydroxyethyl)pyrrolidine), EtOAc(100-90%) Et3N(0-5%) MeOH(0-5%). The solvent is CN(C)C=O (DMF), CN(C)C=O (DMF). Conditions: time 5 minute. Product: COC=1C=CC2=C(SC(=C2C(=O)C2=CC(=C(C=C2)OCCN2CCCC2)Br)C2=CC=C(C=C2)OCCN2CCCC2)C1 (3-Bromo-4-[2-(1-pyrrolidinyl)ethoxy]phenyl 6-Methoxy-2-[4-[2-(1-pyrrolidinyl)ethoxy]phenyl]benzo[b]thiophen-3-yl Ketone). The yield is 10.0%. RXN SMILES: [H-].[Na+].[OH:3][CH2:4][CH2:5][N:6]1[CH2:10][CH2:9][CH2:8][CH2:7]1.[CH3:11][O:12][C:13]1[CH:14]=[CH:15][C:16]2[C:20]([C:21]([C:23]3[CH:28]=[CH:27][C:26](F)=[C:25]([Br:30])[CH:24]=3)=[O:22])=[C:19]([C:31]3[CH:36]=[CH:35][C:34]([O:37][CH2:38][CH2:39][N:40]4[CH2:44][CH2:43][CH2:42][CH2:41]4)=[CH:33][CH:32]=3)[S:18][C:17]=2[CH:45]=1.O>CN(C=O)C>[CH3:11][O:12][C:13]1[CH:14]=[CH:15][C:16]2[C:20]([C:21]([C:23]3[CH:28]=[CH:27][C:26]([O:3][CH2:4][CH2:5][N:6]4[CH2:10][CH2:9][CH2:8][CH2:7]4)=[C:25]([Br:30])[CH:24]=3)=[O:22])=[C:19]([C:31]3[CH:36]=[CH:35][C:34]([O:37][CH2:38][CH2:39][N:40]4[CH2:41][CH2:42][CH2:43][CH2:44]4)=[CH:33][CH:32]=3)[S:18][C:17]=2[CH:45]=1 |f:0.1|. Procedure details: Sodium hydride (95 mg of a 60% suspension in mineral oil; 2.4 mmol) was suspended in 22 mL of DMF in a flame-dried, argon-filled flask and stirred for about 5 min. 1-(2-Hydroxyethyl)pyrrolidine (0.23 mL; 2.0 mmol) was added and the mixture was stirred for 15 min. 3-Bromo-4-fluorophenyl 6-methoxy-2-[4-[2-(1-pyrrolidinyl)ethoxy]phenyl]benzo[b]thiophen-3-yl ketone in 3 mL of DMF was then added. The mixture was stirred for 4 h at room temperature, then poured into water (25 mL), and extracted with E... Reactants: C(C)(C)(C)ON1C(N(C2=C(C(=C(C=C2C1=O)F)N1CCCC1)F)C1CC1)=O (3-tert-butoxy-1-cyclopropyl-6,8-difluoro-7-pyrrolidin-1-yl-1H-quinazoline-2,4-dione). Solvent: C(=O)(C(F)(F)F)O (TFA). Conditions: time 8 hour. The product is C1(CC1)N1C(N(C(C2=CC(=C(C(=C12)F)N1CCCC1)F)=O)O)=O (1-Cyclopropyl-6,8-difluoro-3-hydroxy-7-pyrrolidin-1-yl-1H-quinazoline-2,4-dione). The yield is 79.0%. RXN SMILES: C([O:5][N:6]1[C:15](=[O:16])[C:14]2[C:9](=[C:10]([F:23])[C:11]([N:18]3[CH2:22][CH2:21][CH2:20][CH2:19]3)=[C:12]([F:17])[CH:13]=2)[N:8]([CH:24]2[CH2:26][CH2:25]2)[C:7]1=[O:27])(C)(C)C>C(O)(C(F)(F)F)=O>[CH:24]1([N:8]2[C:9]3[C:14](=[CH:13][C:12]([F:17])=[C:11]([N:18]4[CH2:22][CH2:21][CH2:20][CH2:19]4)[C:10]=3[F:23])[C:15](=[O:16])[N:6]([OH:5])[C:7]2=[O:27])[CH2:26][CH2:25]1. Procedure: A solution of 3-tert-butoxy-1-cyclopropyl-6,8-difluoro-7-pyrrolidin-1-yl-1H-quinazoline-2,4-dione (Example U-3, 0.52 g) in TFA (10 mL) was allowed to stir overnight at ambient temperature. The mixture was then concentrated and the product triturated with diethyl ether (repeated three times). The solid was filtered and washed with diethyl ether and dried to provide 0.35 g of the title compound as a solid, mp 228-230° C.